Dataset: the Open Reaction Database (ORD), a public repository of structured organic reaction records. Task: describe an organic reaction: reactants, conditions, products, and yield Reactants: C1OC=2C=C3CCC(C3=CC2O1)=O (5,6-methylenedioxyindan-1-one), [H-].[Al+3].[Li+].[H-].[H-].[H-] (lithium aluminum hydride), O (water), [OH-].[Na+] (sodium hydroxide), O (water). The solvent is O1CCCC1 (tetrahydrofuran), O1CCCC1 (tetrahydrofuran). Reaction conditions: time 8 hour. The product is C1OC=2C=C3CCC(C3=CC2O1)O (5,6-Methylenedioxyindan-1-ol). Yield: 80.1%. As a reaction SMILES: [CH2:1]1[O:12][C:11]2[CH:10]=[C:9]3[C:5]([CH2:6][CH2:7][C:8]3=[O:13])=[CH:4][C:3]=2[O:2]1.[H-].[Al+3].[Li+].[H-].[H-].[H-].O.[OH-].[Na+]>O1CCCC1>[CH2:1]1[O:12][C:11]2[CH:10]=[C:9]3[C:5]([CH2:6][CH2:7][CH:8]3[OH:13])=[CH:4][C:3]=2[O:2]1 |f:1.2.3.4.5.6,8.9|. Procedure details: A solution of 30 g of 5,6-methylenedioxyindan-1-one in 120 ml of tetrahydrofuran was added dropwise to a suspension of 2.4 g of lithium aluminum hydride in 160 ml of anhydrous tetrahydrofuran under cooling with ice. The mixture was stirred at room temperature overnight. 2.4 ml of water, then 2.4 ml of 15% aqueous sodium hydroxide solution and finally 7.2 ml of water were added thereto and insoluble substances were filtered off. The filtrate was distilled and the residue was washed with diisoprop...